This data is from the Open Reaction Database (ORD), a public repository of structured organic reaction records. The task is: describe an organic reaction: reactants, conditions, products, and yield Starting materials: O=C([O-])[O-], CN1CCC(Nc2cc(NC(=O)C(C)(C)C)ncc2Cl)CC1, Cl, [Na+], [Na+]. Yields the product CN1CCC(Nc2cc(N)ncc2Cl)CC1. RXN SMILES: [C:23](=[O:24])([O-:25])[O-:26].[Cl:1][c:2]1[c:3]([NH:15][CH:16]2[CH2:17][CH2:18][N:19]([CH3:22])[CH2:20][CH2:21]2)[cH:4][c:5]([NH:8][C:9](=[O:10])[C:11]([CH3:12])([CH3:13])[CH3:14])[n:6][cH:7]1.[ClH:29].[Na+:27].[Na+:28]>>[Cl:1][c:2]1[c:3]([NH:15][CH:16]2[CH2:17][CH2:18][N:19]([CH3:22])[CH2:20][CH2:21]2)[cH:4][c:5]([NH2:8])[n:6][cH:7]1. Starting materials: C1(CCCCC1)C(O)C=1N=C2N(C=C(C=C2)C(F)(F)F)C1 (cyclohexyl[6-(trifluoromethyl)imidazo[1,2-a]pyridin-2-yl]methanol), NC1=CC=C(C=C1)C(=O)N(CCC(=O)OCC)C (ethyl 3-{[(4-aminophenyl)carbonyl](methyl)amino}propanoate). Product: C1(CCCCC1)C(C=1N=C2N(C=C(C=C2)C(F)(F)F)C1)NC1=CC=C(C=C1)C(=O)N(CCC(=O)O)C (3-[{[4-({cyclohexyl[6-(trifluoromethyl)imidazo[1,2-a]pyridin-2-yl]methyl}amino)phenyl]carbonyl}(methyl)amino]propanoic acid). Isolated yield 0.2%. Reaction SMILES: [CH:1]1([CH:7]([C:9]2[N:10]=[C:11]3[CH:16]=[CH:15][C:14]([C:17]([F:20])([F:19])[F:18])=[CH:13][N:12]3[CH:21]=2)O)[CH2:6][CH2:5][CH2:4][CH2:3][CH2:2]1.[NH2:22][C:23]1[CH:28]=[CH:27][C:26]([C:29]([N:31]([CH3:39])[CH2:32][CH2:33][C:34]([O:36]CC)=[O:35])=[O:30])=[CH:25][CH:24]=1>>[CH:1]1([CH:7]([NH:22][C:23]2[CH:24]=[CH:25][C:26]([C:29]([N:31]([CH3:39])[CH2:32][CH2:33][C:34]([OH:36])=[O:35])=[O:30])=[CH:27][CH:28]=2)[C:9]2[N:10]=[C:11]3[CH:16]=[CH:15][C:14]([C:17]([F:20])([F:19])[F:18])=[CH:13][N:12]3[CH:21]=2)[CH2:6][CH2:5][CH2:4][CH2:3][CH2:2]1. Procedure details: Using cyclohexyl[6-(trifluoromethyl)imidazo[1,2-a]pyridin-2-yl]methanol (1.1 g) synthesized above and ethyl 3-{[(4-aminophenyl)carbonyl](methyl)amino}propanoate (0.94 g) synthesized in Example 2(2) and in the same manner as in Example 4, the title object compound (3.0 mg, 2%) was obtained as an oil. Reactants: O.Cl.NC(C(C)=O)(C)C (3-Amino-3-methyl-2-butanone hydrochloride hydrate), C(C1=CC=CC=C1)OC(=O)Cl (Benzylchloroformate), [OH-].[Na+] (NaOH), C1CCOC1 (THF), [OH-].[Na+] (NaOH). Solvent: O (H2O). The product is C(C1=CC=CC=C1)OC(=O)NC(C(C)=O)(C)C (3-(Benzyloxycarbonylamino)-3-methyl-2-butanone). Reaction SMILES: O.Cl.[NH2:3][C:4]([CH3:9])([CH3:8])[C:5](=[O:7])[CH3:6].C1COCC1.[OH-].[Na+].[CH2:17]([O:24][C:25](Cl)=[O:26])[C:18]1[CH:23]=[CH:22][CH:21]=[CH:20][CH:19]=1>O>[CH2:17]([O:24][C:25]([NH:3][C:4]([CH3:9])([CH3:8])[C:5](=[O:7])[CH3:6])=[O:26])[C:18]1[CH:23]=[CH:22][CH:21]=[CH:20][CH:19]=1 |f:0.1.2,4.5|. Reported procedure: 3-Amino-3-methyl-2-butanone hydrochloride hydrate [J. Org. Chem. 49, 1209 (1984)] (10.6 g., 0.076 mol was dissolved in 700 ml. 1:1 THF:H2O and the pH adjusted to 6.8 with dilute NaOH. Benzylchloroformate (11.93 ml., 0.084 ml.) was added dropwise, maintaining pH 6.8-7.0 by the simultaneous dropwise addition of dilute NaOH. The pH was so maintained until it stabilized. The reaction mixture was extracted 4×100 ml. CHCl3. The organic extracts were combined, filtered and stripped to yield title produ...